Dataset: the Open Reaction Database (ORD), a public repository of structured organic reaction records. Task: describe an organic reaction: reactants, conditions, products, and yield The reactants are ClC1=NC2=C(N1C)C=CC=C2 (2-chloro-1-methyl-1H-benzo[d]imidazole), C1(CCC1)C#N (cyclobutanecarbonitrile), C[Si]([N-][Si](C)(C)C)(C)C.[K+] (potassium hexamethyldisilazide), Cl (HCl). The solvent is C1(=CC=CC=C1)C (toluene). Reaction conditions: time 8 hour. Product: CN1C(=NC2=C1C=CC=C2)C2(CCC2)C#N (1-(1-methyl-1H-benzo[d]imidazol-2-yl)cyclobutanecarbonitrile). The yield is 41.1%. RXN SMILES: Cl[C:2]1[N:6]([CH3:7])[C:5]2[CH:8]=[CH:9][CH:10]=[CH:11][C:4]=2[N:3]=1.[CH:12]1([C:16]#[N:17])[CH2:15][CH2:14][CH2:13]1.C[Si](C)(C)[N-][Si](C)(C)C.[K+].Cl>C1(C)C=CC=CC=1>[CH3:7][N:6]1[C:5]2[CH:8]=[CH:9][CH:10]=[CH:11][C:4]=2[N:3]=[C:2]1[C:12]1([C:16]#[N:17])[CH2:15][CH2:14][CH2:13]1 |f:2.3|. Procedure details: To a solution of Example 275A (1.90 g, 11.4 mmol) in toluene (30 mL) was added cyclobutanecarbonitrile (1.01 g, 12.5 mmol) and potassium hexamethyldisilazide (34.2 mL, 17.1 mmol). The reaction mixture was stirred at room temperature overnight. The mixture was poured into 1N HCl solution (50 mL) and the aqueous layer was extracted with EtOAc (3×20 mL). The combined layers were washed with brine (100 mL), dried over MgSO4, filtered, and concentrated. The residue was purified by prep. TLC on silica... Starting materials: ClC1=C(C=O)C(=CC(=C1)O)Cl (2,6-dichloro-4-hydroxy-benzaldehyde), C(C)OP(OCC)(=O)CO (hydroxymethyl-phosphonic acid diethyl ester), C1=CC=C(C=C1)P(C2=CC=CC=C2)C3=CC=CC=C3 (PPh3), CCOC(=O)/N=N/C(=O)OCC (DEAD). The solvent is C1CCOC1 (THF). Conditions: time 8 hour. Product: C(C)OP(OCC)(=O)COC1=CC(=C(C(=C1)Cl)C=O)Cl ((3,5-dichloro-4-formylphenoxymethyl)-phosphonic acid diethyl ester). RXN SMILES: [Cl:1][C:2]1[CH:9]=[C:8]([OH:10])[CH:7]=[C:6]([Cl:11])[C:3]=1[CH:4]=[O:5].[CH2:12]([O:14][P:15]([CH2:20]O)(=[O:19])[O:16][CH2:17][CH3:18])[CH3:13].C1C=CC(P(C2C=CC=CC=2)C2C=CC=CC=2)=CC=1.CCOC(/N=N/C(OCC)=O)=O>C1COCC1>[CH2:12]([O:14][P:15]([CH2:20][O:10][C:8]1[CH:9]=[C:2]([Cl:1])[C:3]([CH:4]=[O:5])=[C:6]([Cl:11])[CH:7]=1)(=[O:19])[O:16][CH2:17][CH3:18])[CH3:13]. Reported procedure: To a solution of 2,6-dichloro-4-hydroxy-benzaldehyde (190 mg, 1.0 mmol) and hydroxymethyl-phosphonic acid diethyl ester (278 mg, 1.0 mmol) in THF (8 mL) was added PPh3-resin (553 mg, 2.13 mmol/g) and DEAD (0.54 ml of 40% solution, 1.2 mmol). The suspension was stirred at ambient temperature overnight then the reaction mixture was filtered and partioned between water and EtOAc. The aqueous layer was extracted with EtOAc and the combined organic layers were dried with MgSO4, filtered and concentra... Starting materials: O.ClC1=C(C(=O)O)C=CC(=C1)O (2-chloro-4-hydroxybenzoic acid hydrate), C(C)(C)(C)OC(=O)N1CC2N(C(C3=C(C=CC=C23)SC)=O)CC1 ((±)-N-(t-butoxycarbonyl)-1,3,4,10b-tetrahydro-7-methylthio-pyrazino[2,1-a]isoindol-6(2H)-one), C(C)(C)(C)OC(=O)N1CC2N(C(C3=C(C=C(C=C23)OC)Cl)=O)CC1 ((±)-N-(t-butoxycarbonyl)-1,3,4,10b-tetrahydro-7-chloro-9-methoxy-pyrazino[2,1-a]isoindol-6(2H)-one). The product is Cl.CSC1=C2C(N3[C@H](C2=CC=C1)CNCC3)=O ((R)-1,3,4,10b-tetrahydro-7-methylthio-pyrazino[2,1-a]isoindol-6(2H)-one hydrochloric acid salt). RXN SMILES: O.[Cl:2]C1C=C(O)C=CC=1C(O)=O.C(OC([N:20]1[CH2:35][CH2:34][N:23]2[C:24](=[O:33])[C:25]3[C:30]([CH:22]2[CH2:21]1)=[CH:29][CH:28]=[CH:27][C:26]=3[S:31][CH3:32])=O)(C)(C)C.C(OC(N1CCN2C(=O)C3C(C2C1)=CC(OC)=CC=3Cl)=O)(C)(C)C>>[ClH:2].[CH3:32][S:31][C:26]1[CH:27]=[CH:28][CH:29]=[C:30]2[C:25]=1[C:24](=[O:33])[N:23]1[CH2:34][CH2:35][NH:20][CH2:21][C@H:22]12 |f:0.1,4.5|. Procedure details: Prepared according to procedures described in Examples 59 and 60 with substitution of 2-(methylthio)benzoic acid for 2-chloro-4-hydroxybenzoic acid hydrate in Example 59, Step A, and (±)-N-(t-butoxycarbonyl)-1,3,4,10b-tetrahydro-7-methylthio-pyrazino[2,1-a]isoindol-6(2H)-one (Example 45) for (±)-N-(t-butoxycarbonyl)-1,3,4,10b-tetrahydro-7-chloro-9-methoxy-pyrazino[2,1-a]isoindol-6(2H)-one in Example 60, Step A. MS (ESI) 235.2 (M−Cl). Reaction SMILES: [CH3:23][C:24](=[O:25])[OH:26].[CH3:27][CH2:28][O:29][C:30](=[O:31])[CH3:32].[H:21][H:22].[NH2:1][c:2]1[n:3][c:4]([CH3:20])[c:5](-[c:9]2[c:10]([Cl:19])[cH:11][c:12]([Cl:18])[c:13]([N+:15]([O-:16])=[O:17])[cH:14]2)[c:6]([NH2:8])[n:7]1>>[NH2:1][c:2]1[n:3][c:4]([CH3:20])[c:5](-[c:9]2[c:10]([Cl:19])[cH:11][c:12]([Cl:18])[c:13]([NH2:15])[cH:14]2)[c:6]([NH2:8])[n:7]1. Yields the product Cc1nc(N)nc(N)c1-c1cc(N)c(Cl)cc1Cl. The reactants are CC(=O)O, CCOC(C)=O, [H][H], Cc1nc(N)nc(N)c1-c1cc([N+](=O)[O-])c(Cl)cc1Cl. Starting materials: CCOC(=O)c1c(Nc2ccc([Si](C)(C)C)cc2F)c2cncc(F)c2n1C, CCOCC, ClCCl, ClI. Yields the product CCOC(=O)c1c(Nc2ccc(I)cc2F)c2cncc(F)c2n1C. Reaction SMILES: [CH2:1]([CH3:2])[O:3][C:4](=[O:5])[c:6]1[c:7]([NH:17][c:18]2[c:19]([F:28])[cH:20][c:21]([Si:24]([CH3:25])([CH3:26])[CH3:27])[cH:22][cH:23]2)[c:8]2[cH:9][n:10][cH:11][c:12]([F:16])[c:13]2[n:14]1[CH3:15].[CH3:31][CH2:32][O:33][CH2:34][CH3:35].[Cl:36][CH2:37][Cl:38].[I:29][Cl:30]>>[CH2:1]([CH3:2])[O:3][C:4](=[O:5])[c:6]1[c:7]([NH:17][c:18]2[c:19]([F:28])[cH:20][c:21]([I:29])[cH:22][cH:23]2)[c:8]2[cH:9][n:10][cH:11][c:12]([F:16])[c:13]2[n:14]1[CH3:15].